This data is from the Open Reaction Database (ORD), a public repository of structured organic reaction records. The task is: describe an organic reaction: reactants, conditions, products, and yield Reactants: O.O.Cl[Sn]Cl (SnCl2.2H2O), Cl.NC1=C(C=C(C(=O)O)C=C1)C1CC1 (4-Amino-3-cyclopropylbenzoic acid hydrochloride), N(=O)[O-].[Na+] (NaNO2). The solvent is Cl (HCl), Cl (HCl), CC(=O)O (AcOH), O (water). Conditions: temperature 0 celsius, time 15 minute. The product is Cl.C1(CC1)C=1C=C(C(=O)O)C=CC1NN (3-cyclopropyl-4-hydrazinobenzoic acid hydrochloride). The yield is 98.4%. As a reaction SMILES: [N:1]([O-])=O.[Na+].Cl.[NH2:6][C:7]1[CH:15]=[CH:14][C:10]([C:11]([OH:13])=[O:12])=[CH:9][C:8]=1[CH:16]1[CH2:18][CH2:17]1.O.O.[Cl:21][Sn]Cl>O.Cl.CC(O)=O>[ClH:21].[CH:16]1([C:8]2[CH:9]=[C:10]([CH:14]=[CH:15][C:7]=2[NH:6][NH2:1])[C:11]([OH:13])=[O:12])[CH2:17][CH2:18]1 |f:0.1,2.3,4.5.6,10.11|. Procedure: A solution of 0.38 g of NaNO2 in 4.5 ml of water is added slowly to a solution, cooled to -5° C., of 0.95 g of the product obtained in step C in 22 ml of concentrated HCl and 21 ml of AcOH, and the mixture is stirred for 1 h 15 min at 0° C. It is cooled to -10° C., and a solution of 3.76 g of SnCl2.2H2O in 8 ml of concentrated HCl is added slowly. After 4 hours of stirring at RT, the mixture is filtered, and the residue is washed with 2 ml of concentrated HCl and dried under vacuum to obtain 1 g... Reactants: CCOC(=O)CC(=O)OCC, Cl, [H-], Cc1oc(-c2ccccc2)nc1COc1ccc(Cn2cc(CCCI)c(-c3ccccc3)n2)cc1, [Na+], C1CCOC1. Product: CCOC(=O)C(CCCc1cn(Cc2ccc(OCc3nc(-c4ccccc4)oc3C)cc2)nc1-c1ccccc1)C(=O)OCC. Reaction SMILES: [C:3]([CH2:4][C:5](=[O:6])[O:7][CH2:8][CH3:9])(=[O:10])[O:11][CH2:12][CH3:13].[ClH:50].[H-:1].[I:14][CH2:15][CH2:16][CH2:17][c:18]1[c:19](-[c:44]2[cH:45][cH:46][cH:47][cH:48][cH:49]2)[n:20][n:21]([CH2:23][c:24]2[cH:25][cH:26][c:27]([O:30][CH2:31][c:32]3[n:33][c:34](-[c:38]4[cH:39][cH:40][cH:41][cH:42][cH:43]4)[o:35][c:36]3[CH3:37])[cH:28][cH:29]2)[cH:22]1.[Na+:2].[O:51]1[CH2:52][CH2:53][CH2:54][CH2:55]1>>[C:3]([CH:4]([C:5](=[O:6])[O:7][CH2:8][CH3:9])[CH2:15][CH2:16][CH2:17][c:18]1[c:19](-[c:44]2[cH:45][cH:46][cH:47][cH:48][cH:49]2)[n:20][n:21]([CH2:23][c:24]2[cH:25][cH:26][c:27]([O:30][CH2:31][c:32]3[n:33][c:34](-[c:38]4[cH:39][cH:40][cH:41][cH:42][cH:43]4)[o:35][c:36]3[CH3:37])[cH:28][cH:29]2)[cH:22]1)(=[O:10])[O:11][CH2:12][CH3:13]. The reactants are C=O, COc1c(O)cc(O)c2c(=O)cc(-c3ccccc3)oc12, CN1CCNCC1, CO. Yields the product COc1c(O)c(CN2CCN(C)CC2)c(O)c2c(=O)cc(-c3ccccc3)oc12. As a reaction SMILES: [CH2:22]=[O:23].[CH3:1][O:2][c:3]1[c:4]([OH:5])[cH:6][c:7]([OH:8])[c:9]2[c:10]1[o:11][c:12](-[c:16]1[cH:17][cH:18][cH:19][cH:20][cH:21]1)[cH:13][c:14]2=[O:15].[CH3:24][N:25]1[CH2:26][CH2:27][NH:28][CH2:29][CH2:30]1.[CH3:31][OH:32]>>[CH3:1][O:2][c:3]1[c:4]([OH:5])[c:6]([CH2:22][N:28]2[CH2:27][CH2:26][N:25]([CH3:24])[CH2:30][CH2:29]2)[c:7]([OH:8])[c:9]2[c:10]1[o:11][c:12](-[c:16]1[cH:17][cH:18][cH:19][cH:20][cH:21]1)[cH:13][c:14]2=[O:15]. Reactants: BrCC1CC1, O=C([O-])[O-], COC(=O)c1ccc(C)c(-n2cnc3ccc(N4CCNCC4)cc3c2=O)c1, CO, CCOC(C)=O, [K+], [K+], CN(C)C=O. Yields the product COC(=O)c1ccc(C)c(-n2cnc3ccc(N4CCN(CC5CC5)CC4)cc3c2=O)c1. RXN SMILES: [Br:29][CH2:30][CH:31]1[CH2:32][CH2:33]1.[C:34](=[O:35])([O-:36])[O-:37].[CH3:1][c:2]1[c:3](-[n:12]2[cH:13][n:14][c:15]3[cH:16][cH:17][c:18]([N:23]4[CH2:24][CH2:25][NH:26][CH2:27][CH2:28]4)[cH:19][c:20]3[c:21]2=[O:22])[cH:4][c:5]([C:6](=[O:7])[O:8][CH3:9])[cH:10][cH:11]1.[CH3:40][OH:41].[CH3:47][CH2:48][O:49][C:50](=[O:51])[CH3:52].[K+:38].[K+:39].[O:42]=[CH:43][N:44]([CH3:45])[CH3:46]>>[CH3:1][c:2]1[c:3](-[n:12]2[cH:13][n:14][c:15]3[cH:16][cH:17][c:18]([N:23]4[CH2:24][CH2:25][N:26]([CH2:30][CH:31]5[CH2:32][CH2:33]5)[CH2:27][CH2:28]4)[cH:19][c:20]3[c:21]2=[O:22])[cH:4][c:5]([C:6](=[O:7])[O:8][CH3:9])[cH:10][cH:11]1. The reactants are C1CC1 (cyclopropane), C(C)OC(=O)C1C(C1)(C1=CC=CC=C1)C1=CC=CC=C1 (2,2-diphenylcyclopropanyl carboxylate ethyl ester), crude product, N(=O)[O-].[Na+] (NaNO2), crude product, OS(=O)(=O)O (H2SO4). Solvent: CC(=O)O (AcOH), petrol, O (water). Reaction conditions: temperature 18 celsius. The product is C(C)OC(=O)C1=NOC(C1)(C1=CC=CC=C1)C1=CC=CC=C1 (5,5-diphenylisoxazoline carboxylate ethyl ester). The yield is 95.3%. RXN SMILES: C1CC1.[CH2:4]([O:6][C:7]([CH:9]1[CH2:11][C:10]1([C:18]1[CH:23]=[CH:22][CH:21]=[CH:20][CH:19]=1)[C:12]1[CH:17]=[CH:16][CH:15]=[CH:14][CH:13]=1)=[O:8])[CH3:5].OS(O)(=O)=O.[N:29]([O-])=[O:30].[Na+]>CC(O)=O.O>[CH2:4]([O:6][C:7]([C:9]1[CH2:11][C:10]([C:18]2[CH:23]=[CH:22][CH:21]=[CH:20][CH:19]=2)([C:12]2[CH:17]=[CH:16][CH:15]=[CH:14][CH:13]=2)[O:30][N:29]=1)=[O:8])[CH3:5] |f:3.4|. Reported procedure: The cyclopropane derivative, 2,2-diphenylcyclopropanyl carboxylate ethyl ester (1.0 g, 3.8 mmol) was dissolved in 4.0 mL AcOH at room temperature (18° C.). Into the solution was carefully added 2.0 mL concentrated H2SO4, followed by adding NaNO2 (0.29 g, 4.1 mmol, 1.1 eq) in several portions so that the reaction temperature did not excess 40° C. After addition, the reactants were stirred at room temperature (about 18° C.) for half an hour before the reactants were poured into iced water and extr... Starting materials: ClC1=NC(=NC(=N1)N1CCOCC1)N1C(=NC2=C1C=CC=C2)C(F)F (1-[4-chloro-6-(4-morpholinyl)-1,3,5-triazin-2-yl]-2-(difluoromethyl)-1H-benzimidazole), N1=CC(=CC=C1)B(O)O (3-pyridylboronic acid), C(=O)([O-])[O-].[Na+].[Na+] (Na2CO3). The reagents and catalysts are C1=CC=C(C=C1)P([C-]2C=CC=C2)C3=CC=CC=C3.C1=CC=C(C=C1)P([C-]2C=CC=C2)C3=CC=CC=C3.Cl[Pd]Cl.[Fe+2] (PdCl2(dppf)). The solvent is O1CCOCC1 (dioxane), O (water). The product is FC(C1=NC2=C(N1C1=NC(=NC(=N1)N1CCOCC1)C=1C=NC=CC1)C=CC=C2)F (2-(difluoromethyl)-1-[4-(4-morpholinyl)-6-(3-pyridinyl)-1,3,5-triazin-2-yl]-1H-benzimidazole). Isolated yield 63.5%. As a reaction SMILES: Cl[C:2]1[N:7]=[C:6]([N:8]2[CH2:13][CH2:12][O:11][CH2:10][CH2:9]2)[N:5]=[C:4]([N:14]2[C:18]3[CH:19]=[CH:20][CH:21]=[CH:22][C:17]=3[N:16]=[C:15]2[CH:23]([F:25])[F:24])[N:3]=1.[N:26]1[CH:31]=[CH:30][CH:29]=[C:28](B(O)O)[CH:27]=1.C([O-])([O-])=O.[Na+].[Na+]>O1CCOCC1.O.C1C=CC(P(C2C=CC=CC=2)[C-]2C=CC=C2)=CC=1.C1C=CC(P(C2C=CC=CC=2)[C-]2C=CC=C2)=CC=1.Cl[Pd]Cl.[Fe+2]>[F:24][CH:23]([F:25])[C:15]1[N:14]([C:4]2[N:5]=[C:6]([N:8]3[CH2:13][CH2:12][O:11][CH2:10][CH2:9]3)[N:7]=[C:2]([C:28]3[CH:27]=[N:26][CH:31]=[CH:30][CH:29]=3)[N:3]=2)[C:18]2[CH:19]=[CH:20][CH:21]=[CH:22][C:17]=2[N:16]=1 |f:2.3.4,7.8.9.10|. Procedure: A mixture of 1-[4-chloro-6-(4-morpholinyl)-1,3,5-triazin-2-yl]-2-(difluoromethyl)-1H-benzimidazole (0.183 g, 0.5 mmol), 3-pyridylboronic acid (92 mg, 0.75 mmol), PdCl2(dppf) (28 mg), and aq. Na2CO3 (2M, 4 mL) in dioxane (20 mL) was heated under reflux under nitrogen for 1 hr. After cooling, the mixture was diluted with water, extracted with CH2Cl2, and dried. Chromatography on alumina, eluting with CH2Cl2, gave 0.13 g (64% yield) of 2-(difluoromethyl)-1-[4-(4-morpholinyl)-6-(3-pyridinyl)-1,3,5-t... Starting materials: NC=1SC=C(N1)CC(=O)OCC (ethyl 2-amino-4-thiazolylacetate), ClC1=C(C(=CC=C1)Cl)S(=O)(=O)Cl (2,6-dichlorobenzenesulfonyl chloride). Product: ClC1=C(C(=CC=C1)Cl)S(=O)(=O)NC=1SC=C(N1)CC(=O)OCC (Ethyl (2-{[(2,6-dichlorophenyl)sulfonyl]amino}-1,3-thiazol-4-yl)acetate), solid. Reaction SMILES: [NH2:1][C:2]1[S:3][CH:4]=[C:5]([CH2:7][C:8]([O:10][CH2:11][CH3:12])=[O:9])[N:6]=1.[Cl:13][C:14]1[CH:19]=[CH:18][CH:17]=[C:16]([Cl:20])[C:15]=1[S:21](Cl)(=[O:23])=[O:22]>>[Cl:13][C:14]1[CH:19]=[CH:18][CH:17]=[C:16]([Cl:20])[C:15]=1[S:21]([NH:1][C:2]1[S:3][CH:4]=[C:5]([CH2:7][C:8]([O:10][CH2:11][CH3:12])=[O:9])[N:6]=1)(=[O:23])=[O:22]. Procedure details: The title compound was prepared from ethyl 2-amino-4-thiazolylacetate and 2,6-dichlorobenzenesulfonyl chloride as described in the synthetic METHOD B to give a white solid (32.5 mg) with purity >90%. MS (pos) m/z 395.1, 397.1. Reactants: C(C)(C)(C)OC(=O)N1CCC(CC1)OC=1N=NC(=C(C1)C1=CC(=C(C=C1)OC1CCCCC1)C#N)CCCC (4-[6-butyl-5-(3-cyano-4-cyclohexyloxy-phenyl)-pyridazin-3-yloxy]-piperidine-1-carboxylic acid tert-butyl ester), N(=[N+]=[N-])[Sn](C)(C)C (azidotrimethyltin), C1(=CC=CC=C1)C (toluene), N(=[N+]=[N-])[Sn](C)(C)C (azidotrimethyltin), Cl (HCl). The solvent is O (water). Conditions: temperature 110 celsius. Yields the product C(C)(C)(C)OC(=O)N1CCC(CC1)OC=1N=NC(=C(C1)C1=CC(=C(C=C1)OC1CCCCC1)C1=NN=NN1)CCCC (4-{6-butyl-5-[4-cyclohexyloxy-3-(1H-tetrazol-5-yl)-phenyl]-pyridazin-3-yloxy}-piperidine-1-carboxylic acid tert-butyl ester). Yield: 99.9%. RXN SMILES: [C:1]([O:5][C:6]([N:8]1[CH2:13][CH2:12][CH:11]([O:14][C:15]2[N:16]=[N:17][C:18]([CH2:36][CH2:37][CH2:38][CH3:39])=[C:19]([C:21]3[CH:26]=[CH:25][C:24]([O:27][CH:28]4[CH2:33][CH2:32][CH2:31][CH2:30][CH2:29]4)=[C:23]([C:34]#[N:35])[CH:22]=3)[CH:20]=2)[CH2:10][CH2:9]1)=[O:7])([CH3:4])([CH3:3])[CH3:2].[N:40]([Sn](C)(C)C)=[N+:41]=[N-:42].C1(C)C=CC=CC=1.Cl>O>[C:1]([O:5][C:6]([N:8]1[CH2:9][CH2:10][CH:11]([O:14][C:15]2[N:16]=[N:17][C:18]([CH2:36][CH2:37][CH2:38][CH3:39])=[C:19]([C:21]3[CH:26]=[CH:25][C:24]([O:27][CH:28]4[CH2:29][CH2:30][CH2:31][CH2:32][CH2:33]4)=[C:23]([C:34]4[NH:42][N:41]=[N:40][N:35]=4)[CH:22]=3)[CH:20]=2)[CH2:12][CH2:13]1)=[O:7])([CH3:4])([CH3:3])[CH3:2]. Procedure: A mixture of 4-[6-butyl-5-(3-cyano-4-cyclohexyloxy-phenyl)-pyridazin-3-yloxy]-piperidine-1-carboxylic acid tert-butyl ester (Example 67, 0.944 mmol, 505 mg), azidotrimethyltin (3.78 mmol, 802 mg, 97%) and toluene (9 mL) was heated at 110° C. for 48h. More azidotrimethyltin (0.95 mmol, 201 mg, 97%) was added and the reaction mixture was heated at 110° C. for another 24 h. The reaction mixture was stirred with aq. 0.41 N HCl (11.5 mL), diluted with water (30 mL) and extracted with DCM (2×40 mL). T... The reactants are C(#N)C1CCN(CC1)C1=NC2=CC=C(C=C2C(=N1)NCC1=CC2=C(C=C1)OCO2)Cl (2-(4-cyanopiperidino)-4-(3,4-methylenedioxybenzyl)amino-6-chloroquinazoline), C[Sn](C)(C)N=[N+]=[N-] (trimethyl stannylazide). The solvent is C1(=CC=CC=C1)C (toluene). The product is Cl.N1N=NN=C1C1CCN(CC1)C1=NC2=CC=C(C=C2C(=N1)NCC1=CC2=C(C=C1)OCO2)Cl (2-[4-(1H-tetrazol-5-y)piperidino]-4-(3,4-methylenedioxybenzyl)amino-6-chloroquinazoline hydrochloride). Yield: 199.5%. RXN SMILES: [C:1]([CH:3]1[CH2:8][CH2:7][N:6]([C:9]2[N:18]=[C:17]([NH:19][CH2:20][C:21]3[CH:26]=[CH:25][C:24]4[O:27][CH2:28][O:29][C:23]=4[CH:22]=3)[C:16]3[C:11](=[CH:12][CH:13]=[C:14]([Cl:30])[CH:15]=3)[N:10]=2)[CH2:5][CH2:4]1)#[N:2].C[Sn]([N:35]=[N+:36]=[N-:37])(C)C>C1(C)C=CC=CC=1>[ClH:30].[NH:35]1[C:1]([CH:3]2[CH2:8][CH2:7][N:6]([C:9]3[N:18]=[C:17]([NH:19][CH2:20][C:21]4[CH:26]=[CH:25][C:24]5[O:27][CH2:28][O:29][C:23]=5[CH:22]=4)[C:16]4[C:11](=[CH:12][CH:13]=[C:14]([Cl:30])[CH:15]=4)[N:10]=3)[CH2:5][CH2:4]2)=[N:2][N:37]=[N:36]1 |f:3.4|. Reported procedure: 10 ml of toluene was added to a mixture comprising 0.50 g (0.0012 mol) of 2-(4-cyanopiperidino)-4-(3,4-methylenedioxybenzyl)amino-6-chloroquinazoline and 0.50 g (0.0024 mol) of trimethyl stannylazide. The mixture thus obtained was heated under reflux for two days. The reaction mixture was distilled under a reduced pressure to remove the solvent. The residue was suspended in 10 ml of ethanol, followed by the addition of 10 ml of 1N hydrochloric acid. The mixture thus obtained was stirred at room ...